This data is from the Open Reaction Database (ORD), a public repository of structured organic reaction records. The task is: describe an organic reaction: reactants, conditions, products, and yield Starting materials: ClC1=CC(=C(CN2N=CC3=CC(=CC=C23)\C=C/2\C(N(C(S2)=O)[C@@H]2CNC[C@@H]2F)=O)C=C1)C(F)(F)F ((5Z)-5-({1-[4-Chloro-2-(trifluoromethyl)benzyl]-1H-indazol-5-yl}methylidene)-3-[(cis)-4-fluoropyrrolidin-3-yl]-1,3-thiazolidine-2,4-dione), C(C)=O (acetaldehyde). The product is ClC1=CC(=C(CN2N=CC3=CC(=CC=C23)\C=C/2\C(N(C(S2)=O)[C@@H]2CN(C[C@@H]2F)CC)=O)C=C1)C(F)(F)F ((5Z)-5-({1-[4-Chloro-2-(trifluoromethyl)benzyl]-1H-indazol-5-yl}methylidene)-3-[(cis)-1-ethyl-4-fluoropyrrolidin-3-yl]-1,3-thiazolidine-2,4-dione). As a reaction SMILES: [Cl:1][C:2]1[CH:31]=[CH:30][C:5]([CH2:6][N:7]2[C:15]3[C:10](=[CH:11][C:12](/[CH:16]=[C:17]4/[C:18](=[O:29])[N:19]([C@H:23]5[C@@H:27]([F:28])[CH2:26][NH:25][CH2:24]5)[C:20](=[O:22])[S:21]/4)=[CH:13][CH:14]=3)[CH:9]=[N:8]2)=[C:4]([C:32]([F:35])([F:34])[F:33])[CH:3]=1.[CH:36](=O)[CH3:37]>>[Cl:1][C:2]1[CH:31]=[CH:30][C:5]([CH2:6][N:7]2[C:15]3[C:10](=[CH:11][C:12](/[CH:16]=[C:17]4/[C:18](=[O:29])[N:19]([C@H:23]5[C@@H:27]([F:28])[CH2:26][N:25]([CH2:36][CH3:37])[CH2:24]5)[C:20](=[O:22])[S:21]/4)=[CH:13][CH:14]=3)[CH:9]=[N:8]2)=[C:4]([C:32]([F:34])([F:35])[F:33])[CH:3]=1. Reported procedure: (5Z)-5-({1-[4-Chloro-2-(trifluoromethyl)benzyl]-1H-indazol-5-yl}methylidene)-3-[(cis)-1-ethyl-4-fluoropyrrolidin-3-yl]-1,3-thiazolidine-2,4-dione was prepared from (5Z)-5-({1-[4-chloro-2-(trifluoromethyl)benzyl]-1H-indazol-5-yl}methylidene)-3-[(cis)-4-fluoropyrrolidin-3-yl]-1,3-thiazolidine-2,4-dione (Example 322) and acetaldehyde (in place of formaldehyde) following General Procedure R2. The reactants are C(=O)(C(F)(F)F)O (TFA), BrC1=CC=C(C=O)C=C1 (4-bromobenzaldehyde), CC1=C2C=CNC2=CC=C1 (4-methylindole), C(C)[SiH](CC)CC (triethylsilane), C(C)[SiH](CC)CC (triethylsilane). Solvent: ClCCl (dichloromethane), O (water). Reaction conditions: time 2 hour. The product is BrC1=CC=C(C=C1)CC1=CNC2=CC=CC(=C12)C (3-[(4-bromophenyl)methyl]-4-methyl-1H-indole). Yield: 34.9%. As a reaction SMILES: C(O)(C(F)(F)F)=O.[Br:8][C:9]1[CH:16]=[CH:15][C:12]([CH:13]=O)=[CH:11][CH:10]=1.[CH3:17][C:18]1[CH:26]=[CH:25][CH:24]=[C:23]2[C:19]=1[CH:20]=[CH:21][NH:22]2.C([SiH](CC)CC)C>ClCCl.O>[Br:8][C:9]1[CH:16]=[CH:15][C:12]([CH2:13][C:20]2[C:19]3[C:23](=[CH:24][CH:25]=[CH:26][C:18]=3[CH3:17])[NH:22][CH:21]=2)=[CH:11][CH:10]=1. Procedure details: Add TFA (114.4 mmol) to a solution of 4-bromobenzaldehyde (76.2 mmol), 4-methylindole (76.2 mmol), and triethylsilane (228.4 mmol) in dichloromethane (10 mL) pre-cooled in an ice bath. Allow the mixture to warm to room temperature and stir for 2 hours. Add additional triethylsilane (228.4 mmol) and warm the mixture to 30° C. overnight in an oil bath. Dilute the reaction with water (100 mL) and extract with dichloromethane (2×100 mL). Separate and wash the organic phase with water (2×100 mL) and ... Reactants: Cl (hydrochloric acid), CC1=NC=CC=C1COC=1C=C2C=CC(=CC2=CC1)CN1C=C(C(=C1)C1=CC=CC=C1)CCC(=O)OCC (ethyl 3-[1-[6-(2-methyl-3-pyridylmethoxy)-2-naphthylmethyl]-4-phenyl-3-pyrrolyl]propionate), [OH-].[Na+] (sodium hydroxide), O1CCCC1 (tetrahydrofuran). Run in C(C)O (ethanol). Reaction conditions: time 8 hour. The product is CC1=NC=CC=C1COC=1C=C2C=CC(=CC2=CC1)CN1C=C(C(=C1)C1=CC=CC=C1)CCC(=O)O (3-[1-[6-(2-methyl-3-pyridylmethoxy)-2-naphthylmethyl]-4-phenyl-3-pyrrolyl]propionic acid). Isolated yield 82.8%. RXN SMILES: [CH3:1][C:2]1[C:7]([CH2:8][O:9][C:10]2[CH:11]=[C:12]3[C:17](=[CH:18][CH:19]=2)[CH:16]=[C:15]([CH2:20][N:21]2[CH:25]=[C:24]([C:26]4[CH:31]=[CH:30][CH:29]=[CH:28][CH:27]=4)[C:23]([CH2:32][CH2:33][C:34]([O:36]CC)=[O:35])=[CH:22]2)[CH:14]=[CH:13]3)=[CH:6][CH:5]=[CH:4][N:3]=1.[OH-].[Na+].O1CCCC1.Cl>C(O)C>[CH3:1][C:2]1[C:7]([CH2:8][O:9][C:10]2[CH:11]=[C:12]3[C:17](=[CH:18][CH:19]=2)[CH:16]=[C:15]([CH2:20][N:21]2[CH:25]=[C:24]([C:26]4[CH:31]=[CH:30][CH:29]=[CH:28][CH:27]=4)[C:23]([CH2:32][CH2:33][C:34]([OH:36])=[O:35])=[CH:22]2)[CH:14]=[CH:13]3)=[CH:6][CH:5]=[CH:4][N:3]=1 |f:1.2|. Reported procedure: A mixture of ethyl 3-[1-[6-(2-methyl-3-pyridylmethoxy)-2-naphthylmethyl]-4-phenyl-3-pyrrolyl]propionate (959 mg), 1N aqueous sodium hydroxide solution (4 ml), tetrahydrofuran (8 ml) and ethanol (8 ml) was stirred at room temperature overnight, and 1N hydrochloric acid (4 ml) was added to the mixture, which was extracted with ethyl acetate. The ethyl acetate layer was washed with saturated aqueous sodium chloride solution, dried (MgSO4), then concentrated. The colorless crystals obtained were col... The reactants are C(C1=CC=CC=C1)#N (benzonitrile), CC1=CC=C(N)C=C1 (4-methylaniline). Product: CC1=CC=C(C=C1)NC(=N)C1=CC=CC=C1 (N-(4-Methylphenyl)benzenecarboximidamide). Isolated yield 55.0%. As a reaction SMILES: [C:1](#[N:8])[C:2]1[CH:7]=[CH:6][CH:5]=[CH:4][CH:3]=1.[CH3:9][C:10]1[CH:16]=[CH:15][C:13]([NH2:14])=[CH:12][CH:11]=1>>[CH3:9][C:10]1[CH:16]=[CH:15][C:13]([NH:14][C:1]([C:2]2[CH:7]=[CH:6][CH:5]=[CH:4][CH:3]=2)=[NH:8])=[CH:12][CH:11]=1. Procedure details: The title compound was prepared from benzonitrile (0.96 g, 9 mmol) and 4-methylaniline (1 g, 9 mmol) by following the procedure described in preparation 10 (1.08 g, yield 55%, purity 98.42% by HPLC). 1H-NMR (CDCl3):δ 2.33 (s, 3H), 5 (bs, 2H, D2O exchangeable), 6.89-6.91 (d, 2H), 7.15-7.17 (d, 2H), 7.44-7.46 (m, 3H), 8 (bs, 2H). MS m/z:211.2 (M+). Reactants: ClC1=CC(=C(C=C1O)N1N=NN(C1=O)CCCF)F (1-(4-chloro-2-fluoro-5-hydroxyphenyl)-4-(3-fluoropropyl)-1,4-dihydro-5H-tetrazol-5-one), FC1=CC=C(C=C1)[N+](=O)[O-] (4-fluoronitrobenzene), C([O-])([O-])=O.[K+].[K+] (potassium carbonate). Solvent: CN(C=O)C (N,N-dimethylformamide). The product is ClC1=CC(=C(C=C1OC1=CC=C(C=C1)[N+](=O)[O-])N1N=NN(C1=O)CCCF)F (1-[4-chloro-2-fluoro-5-(4-nitrophenoxy)phenyl]-4-(3-fluoropropyl)-1,4-dihydro-5H-tetrazol-5-one). Reaction SMILES: [Cl:1][C:2]1[C:7]([OH:8])=[CH:6][C:5]([N:9]2[C:13](=[O:14])[N:12]([CH2:15][CH2:16][CH2:17][F:18])[N:11]=[N:10]2)=[C:4]([F:19])[CH:3]=1.F[C:21]1[CH:26]=[CH:25][C:24]([N+:27]([O-:29])=[O:28])=[CH:23][CH:22]=1.C(=O)([O-])[O-].[K+].[K+]>CN(C)C=O>[Cl:1][C:2]1[C:7]([O:8][C:21]2[CH:26]=[CH:25][C:24]([N+:27]([O-:29])=[O:28])=[CH:23][CH:22]=2)=[CH:6][C:5]([N:9]2[C:13](=[O:14])[N:12]([CH2:15][CH2:16][CH2:17][F:18])[N:11]=[N:10]2)=[C:4]([F:19])[CH:3]=1 |f:2.3.4|. Procedure: 1-(4-chloro-2-fluoro-5-hydroxyphenyl)-4-(3-fluoropropyl)-1,4-dihydro-5H-tetrazol-5-one is etherified with 4-fluoronitrobenzene in the presence of potassium carbonate in N,N-dimethylformamide to form 1-[4-chloro-2-fluoro-5-(4-nitrophenoxy)phenyl]-4-(3-fluoropropyl)-1,4-dihydro-5H-tetrazol-5-one (Compound A). Compound A is then reduced with iron powder in acetic acid and water to produce 1-[5-(4-aminophenoxy)-4-chloro-2-fluorophenyl]-4-(3-fluoropropyl)-1,4-dihydro-5H-tetrazol-5-one (Compound B). A... Reactants: [Cl-].[Na+] (sodium chloride), C(CCC)[Li] (n-butyl lithium), CN1CCC(CC1)=O (1-methyl-4-piperidone), COC=1C=C(C=CC1)Br (3-methoxybromobenzene), COC=1C=C(C=CC1)[Li] (3-methoxyphenyllithium). Solvent: CCCCCC (hexane), C(C)OCC (diethyl ether). Conditions: time 1 hour. Product: CN1CCC(CC1)(C1=CC(=CC=C1)OC)O (1-methyl-4-hydroxy-4-(3-methoxyphenyl)piperidine). Reaction SMILES: C([Li])CCC.[CH3:6][O:7][C:8]1[CH:9]=[C:10](Br)[CH:11]=[CH:12][CH:13]=1.COC1C=C([Li])C=CC=1.[CH3:24][N:25]1[CH2:30][CH2:29][C:28](=[O:31])[CH2:27][CH2:26]1.[Cl-].[Na+]>C(OCC)C.CCCCCC>[CH3:24][N:25]1[CH2:30][CH2:29][C:28]([OH:31])([C:10]2[CH:11]=[CH:12][CH:13]=[C:8]([O:7][CH3:6])[CH:9]=2)[CH2:27][CH2:26]1 |f:4.5|. Reported procedure: A solution of 159 ml. of n-butyl lithium in 100 ml. of hexane containing 47.7 g. of 3-methoxybromobenzene was stirred at -25° C. for twenty minutes and then was warmed to room temperature at which temperature it was stirred for one hour, thus providing 3-methoxyphenyllithium. The reaction mixture was chilled to 10° C. and stirred while a solution of 50 g. of 1-methyl-4-piperidone in 100 ml. of diethyl ether was added in dropwise fashion over a thirty minute period. Following the completion of th... Reactants: C1CCNCC1, ClC(Cl)Cl, [O-][n+]1c2cccc(OCCCCl)c2[n+]([O-])c2cccc(O)c21. Product: [O-][n+]1c2cccc(OCCCN3CCCCC3)c2[n+]([O-])c2cccc(O)c21. Reaction SMILES: [CH2:23]1[CH2:24][CH2:25][NH:26][CH2:27][CH2:28]1.[CH:29]([Cl:30])([Cl:31])[Cl:32].[Cl:1][CH2:2][CH2:3][CH2:4][O:5][c:6]1[c:7]2[n+:8]([O-:22])[c:9]3[cH:10][cH:11][cH:12][c:13]([OH:21])[c:14]3[n+:15]([O-:20])[c:16]2[cH:17][cH:18][cH:19]1>>[CH2:2]([CH2:3][CH2:4][O:5][c:6]1[c:7]2[n+:8]([O-:22])[c:9]3[cH:10][cH:11][cH:12][c:13]([OH:21])[c:14]3[n+:15]([O-:20])[c:16]2[cH:17][cH:18][cH:19]1)[N:26]1[CH2:25][CH2:24][CH2:23][CH2:28][CH2:27]1. The reactants are CCN(CC)C(=O)Oc1ccccc1C (substrate), Br[Mg]c1ccccc1 (effective_coupling_partner). The reagents and catalysts are CC(O)c1ccccc1P(c2ccccc2)c3ccccc3. Run at temperature 25 celsius, time 6 hour. Yields the product Cc1ccccc1c2ccccc2.